This data is from the Open Reaction Database (ORD), a public repository of structured organic reaction records. The task is: describe an organic reaction: reactants, conditions, products, and yield Reactants: CCOC(=O)N1CCC(=C2c3ccc(Cl)cc3CCc4cc(Br)cnc24)CC1, OB(O)c1cccnc1. Reagents/catalysts: CCN=P(N=P(N(C)C)(N(C)C)N(C)C)(N(C)C)N(C)C (P2-Et), CC(C)c1cc(C(C)C)c(-c2ccccc2[PH](C(C)(C)C)(C(C)(C)C)[Pd]2(OS(C)(=O)=O)Nc3ccccc3-c3ccccc32)c(C(C)C)c1 (tBuXphos G3). Run in CS(C)=O (DMSO), O (water), CS(C)=O (DMSO), CS(C)=O (DMSO), CS(C)=O (DMSO). Reaction conditions: time 22 hour. The product is CCOC(=O)N1CCC(=C2c3ccc(Cl)cc3CCc4cc(cnc24)c5cccnc5)CC1, CCOC(=O)N1CCC(=C2c3ccc(Cl)cc3CCc4cc(Br)cnc24)CC1, c1ccc(-c2ccccc2)cc1.